This data is from the Open Reaction Database (ORD), a public repository of structured organic reaction records. The task is: describe an organic reaction: reactants, conditions, products, and yield Starting materials: C(#N)C=1C=C(C=CC1)C(C(=O)OCC)C (ethyl 2-(3-cyanophenyl)propanoate), Cl.NCC=1C=C(C(=O)OC)C=C(C1)OC (Methyl 3-(aminomethyl)-5-methoxybenzoate hydrochloride). Product: Cl.NCC=1C=C(C=CC1)C(C(=O)OCC)C (Ethyl 2-(3-(aminomethyl)phenyl)propanoate hydrochloride). As a reaction SMILES: [C:1]([C:3]1[CH:4]=[C:5]([CH:9]([CH3:15])[C:10]([O:12][CH2:13][CH3:14])=[O:11])[CH:6]=[CH:7][CH:8]=1)#[N:2].[ClH:16].NCC1C=C(C=C(OC)C=1)C(OC)=O>>[ClH:16].[NH2:2][CH2:1][C:3]1[CH:4]=[C:5]([CH:9]([CH3:15])[C:10]([O:12][CH2:13][CH3:14])=[O:11])[CH:6]=[CH:7][CH:8]=1 |f:1.2,3.4|. Procedure details: Ethyl 2-(3-(aminomethyl)phenyl)propanoate hydrochloride was prepared from ethyl 2-(3-cyanophenyl)propanoate in an analogous manner to Intermediate 2. Reactants: C(C)(=O)[O-].[Na+] (sodium acetate), Cl.NO (hydroxylamine hydrochloride), C(C)OC(C(C1=CNC2=C(C=CC=C12)CC)=O)=O (7-Ethyl-α-oxo-1H-indole-3-acetic Acid Ethyl Ester). The solvent is O (water), O (water), C(C)O (ethanol). Yields the product C(C)OC(C(C1=CNC2=C(C=CC=C12)CC)=NO)=O (7-Ethyl-α-(hydroxyimino)-1H-indole-3-acetic Acid Ethyl Ester). The yield is 75.7%. As a reaction SMILES: C([O-])(=O)C.[Na+].Cl.[NH2:7][OH:8].[CH2:9]([O:11][C:12](=[O:26])[C:13](=O)[C:14]1[C:22]2[C:17](=[C:18]([CH2:23][CH3:24])[CH:19]=[CH:20][CH:21]=2)[NH:16][CH:15]=1)[CH3:10]>O.C(O)C>[CH2:9]([O:11][C:12](=[O:26])[C:13](=[N:7][OH:8])[C:14]1[C:22]2[C:17](=[C:18]([CH2:23][CH3:24])[CH:19]=[CH:20][CH:21]=2)[NH:16][CH:15]=1)[CH3:10] |f:0.1,2.3|. Procedure: Solutions of sodium acetate (43.7 g, 0.53 mol) in water (100 mL) and hydroxylamine hydrochloride (37 g, 0.53 mol) in water (100 mL) were added to 7-ethyl-α-oxo-1H-indole-3-acetic acid ethyl ester 4 (17.4 g, 0.07 mol), in ethanol (250 mL) and the mixture was heated at reflux for 12 hours. The ethanol was removed by distillation and the resultant precipitate was filtered and recrystallized from hot ethanol to give the product (13.8 g, 75%), m.p. 167°-169° C. as a mixture of isomers. Starting materials: C1(=CC=CC=C1)CC(=O)O (phenylacetic acid), (±)-trans-[2-(4-morpholinyl)]cyclohexanol, C(Cl)(Cl)Cl (chloroform), C(Cl)(Cl)Cl (chloroform). The product is C1(=CC=CC=C1)CC(=O)Cl (Phenylacetyl chloride). RXN SMILES: [C:1]1([CH2:7][C:8]([OH:10])=O)[CH:6]=[CH:5][CH:4]=[CH:3][CH:2]=1.C(Cl)(Cl)[Cl:12]>>[C:1]1([CH2:7][C:8]([Cl:12])=[O:10])[CH:6]=[CH:5][CH:4]=[CH:3][CH:2]=1. Reported procedure: Phenylacetyl chloride is prepared according to the method described in Example 8 using phenylacetic acid (2.13 g, 15.6 mmol) to give a pale yellow oil which is dissolved in chloroform (10 mL). This solution is refluxed for 12 hours with a solution of (±)-trans-[2-(4-morpholinyl)]cyclohexanol (2.75 g, 14.9 mmol) in chloroform (10 mL) under nitrogen. The reaction mixture is partitioned between 1M sodium hydroxide solution (100 mL) and dichloromethane (80 mL). The organic layer is separated and the... Reactants: C(C)(C)OC1=CC=C(OC2=CC=C(C=O)C=C2)C=C1 (4-(4-isopropoxyphenoxy)benzaldehyde), Cl.NO (hydroxylamine hydrochloride), Cl (HCl). The yield is 98.1%. The product is C(C)(C)OC1=CC=C(OC2=CC=C(C=NO)C=C2)C=C1 (4-(4-isopropoxyphenoxy)benzaldehyde oxime). Procedure details: To a solution of Example 17B (1.42 g, 5.56 mmol) in pyridine (10 mL) was added hydroxylamine hydrochloride (3.30 g, 47.5 mmol). The mixture was heated to reflux with a heat gun. After cooling, the mixture was poured into 10% HCl. The precipitates were collected and washed with 10% HCl followed by water, and then dried under vacuum at 50° C. overnight to give the desired product as a white solid (1.48 g, 98%). Run in N1=CC=CC=C1 (pyridine). RXN SMILES: [CH:1]([O:4][C:5]1[CH:19]=[CH:18][C:8]([O:9][C:10]2[CH:17]=[CH:16][C:13]([CH:14]=O)=[CH:12][CH:11]=2)=[CH:7][CH:6]=1)([CH3:3])[CH3:2].Cl.[NH2:21][OH:22].Cl>N1C=CC=CC=1>[CH:1]([O:4][C:5]1[CH:19]=[CH:18][C:8]([O:9][C:10]2[CH:17]=[CH:16][C:13]([CH:14]=[N:21][OH:22])=[CH:12][CH:11]=2)=[CH:7][CH:6]=1)([CH3:3])[CH3:2] |f:1.2|. Reactants: BrCC(=O)OCC (ethyl bromoacetate), [H-].[Na+] (sodium hydride), resultant mixture, C1(=CC=CC2=CC=CC=C12)N (1-naphthylamine). The solvent is C1CCOC1 (THF). Product: C1(=CC=CC2=CC=CC=C12)NCC(=O)OCC (ethyl 1-naphthylaminoacetate). RXN SMILES: [C:1]1([NH2:11])[C:10]2[C:5](=[CH:6][CH:7]=[CH:8][CH:9]=2)[CH:4]=[CH:3][CH:2]=1.[H-].[Na+].Br[CH2:15][C:16]([O:18][CH2:19][CH3:20])=[O:17]>C1COCC1>[C:1]1([NH:11][CH2:15][C:16]([O:18][CH2:19][CH3:20])=[O:17])[C:10]2[C:5](=[CH:6][CH:7]=[CH:8][CH:9]=2)[CH:4]=[CH:3][CH:2]=1 |f:1.2|. Procedure: In 5 ml of THF, 500 mg of 1-naphthylamine was added, then 168 mg of sodium hydride (60% in oil) was added and the resultant mixture was stirred for 30 min under ice cooling. To the reaction mixture, 0.46 ml of ethyl bromoacetate was added and the mixture was refluxed for 5 hr. The reaction mixture was evaporated under reduced pressure and the resultant residue was re-dissolved in ethyl acetate. The obtained solution was washed with 5% sodium hydrogencarbonate aqueous solution and saturated sodiu...